Dataset: the Open Reaction Database (ORD), a public repository of structured organic reaction records. Task: describe an organic reaction: reactants, conditions, products, and yield The reactants are COC1=C(C=CC=C1)C1=CC=C2C=NC(=NN21)OS(=O)(=O)C(F)(F)F (Trifluoro-methanesulfonic acid 7-(2-methoxy-phenyl)-pyrrolo[2,1-f][1,2,4]triazin-2-yl ester), C(C)(C)(C)OC(CN1CCC(CC1)C1=CC(=C(C=C1)N)OC)=O ([4-(4-Amino-3-methoxy-phenyl)-piperidin-1-yl]-acetic acid tert-butyl ester), C(C)(C)N(C(C)C)CC (N,N-Diisopropylethylamine), COCC(C)O (1-Methoxy-2-propanol). Run at temperature 80 celsius, time 3 day. Yields the product C(C)(C)(C)OC(CN1CCC(CC1)C1=CC(=C(C=C1)NC1=NN2C(C=N1)=CC=C2C2=C(C=CC=C2)OC)OC)=O ((4-{3-Methoxy-4-[7-(2-methoxy-phenyl)-pyrrolo[2,1-f][1,2,4]triazin-2-ylamino]-phenyl}-piperidin-1-yl)-acetic acid tert-butyl ester). RXN SMILES: [CH3:1][O:2][C:3]1[CH:8]=[CH:7][CH:6]=[CH:5][C:4]=1[C:9]1[N:17]2[C:12]([CH:13]=[N:14][C:15](OS(C(F)(F)F)(=O)=O)=[N:16]2)=[CH:11][CH:10]=1.[C:26]([O:30][C:31](=[O:48])[CH2:32][N:33]1[CH2:38][CH2:37][CH:36]([C:39]2[CH:44]=[CH:43][C:42]([NH2:45])=[C:41]([O:46][CH3:47])[CH:40]=2)[CH2:35][CH2:34]1)([CH3:29])([CH3:28])[CH3:27].C(N(CC)C(C)C)(C)C.COCC(O)C>>[C:26]([O:30][C:31](=[O:48])[CH2:32][N:33]1[CH2:34][CH2:35][CH:36]([C:39]2[CH:44]=[CH:43][C:42]([NH:45][C:15]3[N:14]=[CH:13][C:12]4=[CH:11][CH:10]=[C:9]([C:4]5[CH:5]=[CH:6][CH:7]=[CH:8][C:3]=5[O:2][CH3:1])[N:17]4[N:16]=3)=[C:41]([O:46][CH3:47])[CH:40]=2)[CH2:37][CH2:38]1)([CH3:29])([CH3:28])[CH3:27]. Reported procedure: Into an 8-dram vial Trifluoro-methanesulfonic acid 7-(2-methoxy-phenyl)-pyrrolo[2,1-f][1,2,4]triazin-2-yl ester (100 mg, 0.3 mmol), [4-(4-Amino-3-methoxy-phenyl)-piperidin-1-yl]-acetic acid tert-butyl ester (133 mg, 0.415 mmol), N,N-Diisopropylethylamine (150 uL, 0.86 mmol) and 1-Methoxy-2-propanol (2 mL, 20 mmol) were added. The reaction mixture was heated at 80° C. After 3 days, solvent was removed and the product, (4-{3-Methoxy-4-[7-(2-methoxy-phenyl)-pyrrolo[2,1-f][1,2,4]triazin-2-ylamino]-p...